Dataset: the Open Reaction Database (ORD), a public repository of structured organic reaction records. Task: describe an organic reaction: reactants, conditions, products, and yield The reactants are ClCCl.CO (Dichloromethane methanol), NC1=NC=C(C=C1)I (2-amino-5-iodopyridine), BrCC(=O)C1=CC=C(C=C1)C=1OCCN1 (2-bromo-1-[4-(4,5-dihydro-1,3-oxazol-2-yl)phenyl]-1-ethanone), C(O)([O-])=O.[Na+] (sodium hydrogencarbonate). Solvent: C(C)O (ethanol). The product is IC=1C=CC=2N(C1)C=C(N2)C2=CC=C(C=C2)C=2OCCN2 (2-[4-(6-Iodoimidazo[1,2-a]pyridin-2-yl)phenyl]-4,5-dihydro-1,3-oxazole). Reaction SMILES: [NH2:1][C:2]1[CH:7]=[CH:6][C:5]([I:8])=[CH:4][N:3]=1.Br[CH2:10][C:11]([C:13]1[CH:18]=[CH:17][C:16]([C:19]2[O:20][CH2:21][CH2:22][N:23]=2)=[CH:15][CH:14]=1)=O.C(=O)([O-])O.[Na+].ClCCl.CO>C(O)C>[I:8][C:5]1[CH:6]=[CH:7][C:2]2[N:3]([CH:10]=[C:11]([C:13]3[CH:14]=[CH:15][C:16]([C:19]4[O:20][CH2:21][CH2:22][N:23]=4)=[CH:17][CH:18]=3)[N:1]=2)[CH:4]=1 |f:2.3,4.5|. Procedure: Subsequently, 2-amino-5-iodopyridine (88 mg) and 2-bromo-1-[4-(4,5-dihydro-1,3-oxazol-2-yl)phenyl]-1-ethanone mg) were dissolved in ethanol (7 mL), and sodium hydrogencarbonate (34 mg) was added to the solution, followed by refluxing for 13 hours. Dichloromethane-methanol solution was added to the reaction mixture, and the mixture was washed with water and saturated saline, followed by drying over sodium sulfate anhydrate. The solvent was evaporated, and the residue was subjected to silica gel c... Reactants: [Cl-].[Na+] (sodium chloride), [OH-].[K+] (potassium hydroxide), O(C1=CC=CC=C1)C=1C=C(CCl)C=CC1 (3-Phenoxybenzyl chloride), C1(=CC=CC=C1)C1=NNC=C1C(=O)OCC (ethyl 3-phenyl-1H-pyrazole-4-carboxylate), [H-].[Na+] (Sodium hydride). Run in C(C)O (ethanol), CN(C=O)C (N,N-dimethylformamide). Conditions: time 20 hour. Product: O(C1=CC=CC=C1)C=1C=C(CN2N=C(C(=C2)C(=O)O)C2=CC=CC=C2)C=CC1 (1-(3-phenoxybenzyl)-3-phenyl-1H-pyrazole-4-carboxylic acid). The yield is 77.3%. RXN SMILES: [O:1]([C:8]1[CH:9]=[C:10]([CH:13]=[CH:14][CH:15]=1)[CH2:11]Cl)[C:2]1[CH:7]=[CH:6][CH:5]=[CH:4][CH:3]=1.[C:16]1([C:22]2[C:26]([C:27]([O:29]CC)=[O:28])=[CH:25][NH:24][N:23]=2)[CH:21]=[CH:20][CH:19]=[CH:18][CH:17]=1.[H-].[Na+].[Cl-].[Na+].[OH-].[K+]>CN(C)C=O.C(O)C>[O:1]([C:8]1[CH:9]=[C:10]([CH:13]=[CH:14][CH:15]=1)[CH2:11][N:24]1[CH:25]=[C:26]([C:27]([OH:29])=[O:28])[C:22]([C:16]2[CH:17]=[CH:18][CH:19]=[CH:20][CH:21]=2)=[N:23]1)[C:2]1[CH:7]=[CH:6][CH:5]=[CH:4][CH:3]=1 |f:2.3,4.5,6.7|. Procedure: 3-Phenoxybenzyl chloride (11.32 g) and ethyl 3-phenyl-1H-pyrazole-4-carboxylate (11.30 g) were dissolved in N,N-dimethylformamide (100 ml). Sodium hydride (60%, oily, 2.49 g) was added to the solution at 0° C., and the solution was stirred at room temperature for 20 hours. The reaction mixture was poured into saturated aqueous sodium chloride solution, which was extracted with ethyl acetate. The ethyl acetate layer was washed with water, then with saturated aqueous sodium chloride solution, drie... Starting materials: Cl.NC1=NN2C(N(C(=C([C@H]2C2=CC=C(C=C2)C#N)C#N)C)C2=CC(=CC=C2)C(F)(F)F)=N1 ((7R)-2-amino-7-(4-cyanophenyl)-5-methyl-4-[3-(trifluoromethyl)phenyl]-4,7-dihydro[1,2,4]triazolo[1,5-a]pyrimidine-6-carbonitrile hydrochloride), N1=CC=CC=C1 (pyridine), FC1(CC1)C(=O)Cl (1-fluorocyclopropanecarbonyl chloride). The solvent is C1CCOC1 (THF). Run at time 12 hour. The product is C(#N)C1=C(N(C=2N([C@@H]1C1=CC=C(C=C1)C#N)N=C(N2)NC(=O)C2(CC2)F)C2=CC(=CC=C2)C(F)(F)F)C (N-{(7R)-6-Cyano-7-(4-cyanophenyl)-5-methyl-4-[3-(trifluoromethyl)phenyl]-4,7-dihydro[1,2,4]-triazolo[1,5-a]pyrimidin-2-yl}-1-fluorocyclopropanecarboxamide). Reaction SMILES: Cl.[NH2:2][C:3]1[N:32]=[C:6]2[N:7]([C:22]3[CH:27]=[CH:26][CH:25]=[C:24]([C:28]([F:31])([F:30])[F:29])[CH:23]=3)[C:8]([CH3:21])=[C:9]([C:19]#[N:20])[C@@H:10]([C:11]3[CH:16]=[CH:15][C:14]([C:17]#[N:18])=[CH:13][CH:12]=3)[N:5]2[N:4]=1.N1C=CC=CC=1.[F:39][C:40]1([C:43](Cl)=[O:44])[CH2:42][CH2:41]1>C1COCC1>[C:19]([C:9]1[C@@H:10]([C:11]2[CH:16]=[CH:15][C:14]([C:17]#[N:18])=[CH:13][CH:12]=2)[N:5]2[N:4]=[C:3]([NH:2][C:43]([C:40]3([F:39])[CH2:42][CH2:41]3)=[O:44])[N:32]=[C:6]2[N:7]([C:22]2[CH:27]=[CH:26][CH:25]=[C:24]([C:28]([F:29])([F:31])[F:30])[CH:23]=2)[C:8]=1[CH3:21])#[N:20] |f:0.1|. Reported procedure: Under an atmosphere of argon protective gas, (7R)-2-amino-7-(4-cyanophenyl)-5-methyl-4-[3-(trifluoromethyl)phenyl]-4,7-dihydro[1,2,4]triazolo[1,5-a]pyrimidine-6-carbonitrile hydrochloride (30 mg, 66 μmol) was dissolved in abs. pyridine (1.5 ml). At room temperature, 1-fluorocyclopropanecarbonyl chloride (20 mg, 165 μmol, 2.5 eq.) in abs. THF (1 ml) was added in two portions, and the mixture was stirred for 12 h. The reaction mixture was then concentrated under reduced pressure and directly purif... Reactants: BrC1=CC=C(C=C1)[C@H](C)NC=1N=CC2=C(N(CC(C(N2C)=O)(C)C)C2CCCC2)N1 ((S)-2-(1-(4-bromophenyl)ethylamino)-9-cyclopentyl-5,7,7-trimethyl-8,9-dihydro-5H-pyrimido[4,5-b][1,4]diazepin-6(7H)-one), C(C)N(C(C1=C(C=CC=C1)O)=O)CC (N,N-diethyl-2-hydroxy-benzamide), [O-]P(=O)([O-])[O-].[K+].[K+].[K+] (K3PO4), C(C)N(C(C1=C(C=CC=C1)O)=O)CC (N,N-diethyl-2-hydroxy-benzamide), CNCCN(C)C (N,N′,N′-trimethylethane-1,2-diamine), CNCCN(C)C (N,N′,N′-trimethylethane-1,2-diamine). Reagents/catalysts: [Cu]I (CuI), [Cu]I (CuI). The solvent is C(C)(=O)OCC (ethyl acetate), O (water), [OH-].[NH4+] (ammonium hydroxide), CN(C)C=O (DMF). Reaction conditions: temperature 90 celsius. Product: C1(CCCC1)N1C2=C(N(C(C(C1)(C)C)=O)C)C=NC(=N2)N[C@@H](C)C2=CC=C(C=C2)N(C)CCN(C)C ((S)-9-cyclopentyl-2-(1-(4-((2-(dimethylamino)ethyl)(methyl)amino)phenyl)ethylamino)-5,7,7-trimethyl-8,9-dihydro-5H-pyrimido[4,5-b][1,4]-diazepin-6(7H)-one). The yield is 17.9%. As a reaction SMILES: Br[C:2]1[CH:7]=[CH:6][C:5]([C@@H:8]([NH:10][C:11]2[N:12]=[CH:13][C:14]3[N:20]([CH3:21])[C:19](=[O:22])[C:18]([CH3:24])([CH3:23])[CH2:17][N:16]([CH:25]4[CH2:29][CH2:28][CH2:27][CH2:26]4)[C:15]=3[N:30]=2)[CH3:9])=[CH:4][CH:3]=1.C(N(CC)C(=O)C1C=CC=CC=1O)C.[O-]P([O-])([O-])=O.[K+].[K+].[K+].[CH3:53][NH:54][CH2:55][CH2:56][N:57]([CH3:59])[CH3:58]>CN(C=O)C.C(OCC)(=O)C.O.[OH-].[NH4+].[Cu]I>[CH:25]1([N:16]2[CH2:17][C:18]([CH3:24])([CH3:23])[C:19](=[O:22])[N:20]([CH3:21])[C:14]3[CH:13]=[N:12][C:11]([NH:10][C@H:8]([C:5]4[CH:6]=[CH:7][C:2]([N:54]([CH2:55][CH2:56][N:57]([CH3:59])[CH3:58])[CH3:53])=[CH:3][CH:4]=4)[CH3:9])=[N:30][C:15]2=3)[CH2:29][CH2:28][CH2:27][CH2:26]1 |f:2.3.4.5,10.11|. Reported procedure: Into an oven dried Schlenk tube dried under Argon was added (S)-2-(1-(4-bromophenyl)ethylamino)-9-cyclopentyl-5,7,7-trimethyl-8,9-dihydro-5H-pyrimido[4,5-b][1,4]diazepin-6(7H)-one (100 mg, 0.2096 mmol), CuI (1.996 mg, 0.01048 mmol), N,N-diethyl-2-hydroxy-benzamide (8.101 mg, 0.04192 mmol) and K3PO4 (88.98 mg, 0.4192 mmol). The tube was evacuated and re-filled with Argon (three times), and N,N′,N′-trimethylethane-1,2-diamine (32.12 mg, 40.87 μL, 0.3144 mmol) in DMF (1 mL) was added and the reacti... Reactants: S1C(=CC=C1)C1=CC=CC=2CN(CCOC21)C(=O)OC(C)(C)C (tert-butyl 9-(2-thienyl)-2,3-dihydro-1,4-benzoxazepine-4(5H)-carboxylate), C(C)(=O)OCC.Cl (hydrogen chloride-ethyl acetate). Solvent: C(C)(=O)OCC (ethyl acetate). Run at time 1 hour. The product is Cl.S1C(=CC=C1)C1=CC=CC=2CNCCOC21 (9-(2-thienyl)-2,3,4,5-tetrahydro-1,4-benzoxazepine hydrochloride). Isolated yield 86.0%. RXN SMILES: [S:1]1[CH:5]=[CH:4][CH:3]=[C:2]1[C:6]1[C:16]2[O:15][CH2:14][CH2:13][N:12](C(OC(C)(C)C)=O)[CH2:11][C:10]=2[CH:9]=[CH:8][CH:7]=1.C(OCC)(=O)C.[ClH:30]>C(OCC)(=O)C>[ClH:30].[S:1]1[CH:5]=[CH:4][CH:3]=[C:2]1[C:6]1[C:16]2[O:15][CH2:14][CH2:13][NH:12][CH2:11][C:10]=2[CH:9]=[CH:8][CH:7]=1 |f:1.2,4.5|. Reported procedure: A mixture of tert-butyl 9-(2-thienyl)-2,3-dihydro-1,4-benzoxazepine-4(5H)-carboxylate (160 mg, 0.483 mmol), ethyl acetate (1 ml) and 4N hydrogen chloride-ethyl acetate solution (4 ml) was stirred for 1 hr at room temperature, and the solvent was evaporated under reduced pressure. The residue was recrystallized from a mixed solvent of methanol and ether to give the desired product (111 mg, 86.0%) as a solid. Yields the product COc1cc(Sc2ccccc2)cnc1NC(=O)c1cccc(S(=O)(=O)N2CCCC2)c1. As a reaction SMILES: [Br:1][c:2]1[cH:3][c:4]([O:25][CH3:26])[c:5]([NH:8][C:9]([c:10]2[cH:11][c:12]([S:16](=[O:17])(=[O:18])[N:19]3[CH2:20][CH2:21][CH2:22][CH2:23]3)[cH:13][cH:14][cH:15]2)=[O:24])[n:6][cH:7]1.[SH:27][c:28]1[cH:29][cH:30][cH:31][cH:32][cH:33]1>>[c:2]1([S:27][c:28]2[cH:29][cH:30][cH:31][cH:32][cH:33]2)[cH:3][c:4]([O:25][CH3:26])[c:5]([NH:8][C:9]([c:10]2[cH:11][c:12]([S:16](=[O:17])(=[O:18])[N:19]3[CH2:20][CH2:21][CH2:22][CH2:23]3)[cH:13][cH:14][cH:15]2)=[O:24])[n:6][cH:7]1. Starting materials: COc1cc(Br)cnc1NC(=O)c1cccc(S(=O)(=O)N2CCCC2)c1, Sc1ccccc1.